Dataset: the Open Reaction Database (ORD), a public repository of structured organic reaction records. Task: describe an organic reaction: reactants, conditions, products, and yield The reactants are ClC=1C2=C(N=CN1)NC(=C2)C2=CC=C(C=C2)OC (4-chloro-6-(4-methoxy-phenyl)-7H-pyrrolo[2,3-d]pyrimidine), N1CCC2=CC=CC=C12 (2,3-dihydroindole). Reported procedure: This product is prepared in a manner analogous to that described in Example 1 from 4-chloro-6-(4-methoxy-phenyl)-7H-pyrrolo[2,3-d]pyrimidine and 2,3-dihydroindole (1.1 equivalents). M.p. >300° C.; FAB-MS: (M+H)+ =343 (corresponds to C21H18N4O). RXN SMILES: Cl[C:2]1[C:3]2[CH:10]=[C:9]([C:11]3[CH:16]=[CH:15][C:14]([O:17][CH3:18])=[CH:13][CH:12]=3)[NH:8][C:4]=2[N:5]=[CH:6][N:7]=1.[NH:19]1[C:27]2[C:22](=[CH:23][CH:24]=[CH:25][CH:26]=2)[CH2:21][CH2:20]1>>[N:19]1([C:2]2[C:3]3[CH:10]=[C:9]([C:11]4[CH:16]=[CH:15][C:14]([O:17][CH3:18])=[CH:13][CH:12]=4)[NH:8][C:4]=3[N:5]=[CH:6][N:7]=2)[C:27]2[C:22](=[CH:23][CH:24]=[CH:25][CH:26]=2)[CH2:21][CH2:20]1. Product: N1(CCC2=CC=CC=C12)C=1C2=C(N=CN1)NC(=C2)C2=CC=C(C=C2)OC (4-(2,3-Dihydroindol-1-yl)-6-(4-methoxy-phenyl)-7H-pyrrolo[2,3-d]-pyrimidine).